The task is: describe an organic reaction: reactants, conditions, products, and yield. This data is from the Open Reaction Database (ORD), a public repository of structured organic reaction records. The reactants are CCO, [Cl-], O=[N+]([O-])c1cccc(CO)c1, [NH4+], [Zn]. Yields the product OCc1cccc(NO)c1. As a reaction SMILES: [CH3:14][CH2:15][OH:16].[Cl-:12].[N+:1](=[O:2])([O-:3])[c:4]1[cH:5][c:6]([CH2:7][OH:8])[cH:9][cH:10][cH:11]1.[NH4+:13].[Zn:17]>>[NH:1]([OH:2])[c:4]1[cH:5][c:6]([CH2:7][OH:8])[cH:9][cH:10][cH:11]1. The reactants are COCCOCCO (2-(2-methoxyethoxy)ethanol), C(CCCCCCC)[Si](Cl)(Cl)Cl (octyltrichlorosilane), Cl (Hydrogen chloride). The solvent is CCCCCCC (heptane). Run at temperature 80 celsius, time 24 hour. The product is C(CCCCCCC)[Si](OCCOCCOC)(OCCOCCOC)OCCOCCOC (Octyltris(2-(2-methoxyethoxy)ethoxy)silane). As a reaction SMILES: [CH2:1]([Si:9](Cl)(Cl)Cl)[CH2:2][CH2:3][CH2:4][CH2:5][CH2:6][CH2:7][CH3:8].[CH3:13][O:14][CH2:15][CH2:16][O:17][CH2:18][CH2:19][OH:20].Cl>CCCCCCC>[CH2:1]([Si:9]([O:20][CH2:19][CH2:18][O:17][CH2:16][CH2:15][O:14][CH3:13])([O:20][CH2:19][CH2:18][O:17][CH2:16][CH2:15][O:14][CH3:13])[O:20][CH2:19][CH2:18][O:17][CH2:16][CH2:15][O:14][CH3:13])[CH2:2][CH2:3][CH2:4][CH2:5][CH2:6][CH2:7][CH3:8]. Reported procedure: To a dry flask fitted with an agitator, thermometer, additional funnel and reflux condenser was charged 222.8 g (0.90 mole) of octyltrichlorosilane and 225 g of heptane. The mixture was blanketed with nitrogen, heated to 80° C. and 333.7 g (2.78 mole) of 2-(2-methoxyethoxy)ethanol was added slowly over a 2 hour period. Hydrogen chloride was evolved from the mixture. After the addition was complete heating of the reaction was continued for 24 hours at 80° C. Then the solvent and all volatile comp...